From a dataset of the Open Reaction Database (ORD), a public repository of structured organic reaction records. describe an organic reaction: reactants, conditions, products, and yield Starting materials: O=C1Cc2cc(Br)ccc2N1, [Li]CCCC, C1CCOC1, CN(C)CCN(C)C, [Cl-], [NH4+]. The product is CC1C(=O)Nc2ccc(Br)cc21. As a reaction SMILES: [Br:1][c:2]1[cH:3][c:4]2[c:8]([cH:9][cH:10]1)[NH:7][C:6](=[O:11])[CH2:5]2.[CH2:20]([Li:21])[CH2:22][CH2:23][CH3:24].[CH2:27]1[O:28][CH2:29][CH2:30][CH2:31]1.[CH3:12][N:13]([CH3:14])[CH2:15][CH2:16][N:17]([CH3:18])[CH3:19].[Cl-:25].[NH4+:26]>>[Br:1][c:2]1[cH:3][c:4]2[c:8]([cH:9][cH:10]1)[NH:7][C:6](=[O:11])[CH:5]2[CH3:12]. Reactants: Brc1ccc2c(ccn2Cc2ccccc2)c1, Cc1cn(Cc2ccccc2)c(C)n1. Reagents/catalysts: CC(C)(C)c1ccc(-c2ccc(C(C)(C)C)cc2)cc1 (4,4'-di-tert-butylbiphenyl), CC(C)(C)C(=O)[O-].[K+] (KOPiv), Cl[Pd]CC=C.C=CC[Pd]Cl ([Pd(allyl)Cl]2), CN(C)c1ccc(P(C2CCCCC2)C2CCCCC2)cc1 (A-caPhos). The solvent is CC(=O)N(C)C (DMA), CC(=O)N(C)C (DMA), CC(=O)N(C)C (DMA). Run at temperature 120 celsius, time 24 hour. Yields the product Cc1nc(C)n(Cc2ccccc2)c1-c1ccc2c(ccn2Cc2ccccc2)c1. The yield is 11.4%. Reactants: CCOC(=O)CCN1CCC(OC(c2ccc(C)cc2)c2ccc(C)cc2)CC1, CO, Cl, [Na+], [OH-]. The product is Cc1ccc(C(OC2CCN(CCC(=O)O)CC2)c2ccc(C)cc2)cc1, Cl. RXN SMILES: [CH3:2][c:3]1[cH:4][cH:5][c:6]([CH:9]([O:10][CH:11]2[CH2:12][CH2:13][N:14]([CH2:17][CH2:18][C:19](=[O:20])[O:21][CH2:22][CH3:23])[CH2:15][CH2:16]2)[c:24]2[cH:25][cH:26][c:27]([CH3:30])[cH:28][cH:29]2)[cH:7][cH:8]1.[CH3:33][OH:34].[ClH:1].[Na+:32].[OH-:31]>>[CH3:2][c:3]1[cH:4][cH:5][c:6]([CH:9]([O:10][CH:11]2[CH2:12][CH2:13][N:14]([CH2:17][CH2:18][C:19](=[O:20])[OH:21])[CH2:15][CH2:16]2)[c:24]2[cH:25][cH:26][c:27]([CH3:30])[cH:28][cH:29]2)[cH:7][cH:8]1.[ClH:1]. The reactants are CCn1cc(C=O)c(OCc2ccc(OCc3nc(-c4ccco4)oc3C)c(OC)c2)n1, CCOP(=O)(CP(=O)(OCC)OCC)OCC, CN(C)C=O, [H-], [Na+], O. Product: CCOP(=O)(C=Cc1cn(CC)nc1OCc1ccc(OCc2nc(-c3ccco3)oc2C)c(OC)c1)OCC. Reaction SMILES: [CH2:1]([CH3:2])[n:3]1[n:4][c:5]([O:10][CH2:11][c:12]2[cH:13][c:14]([O:31][CH3:32])[c:15]([O:18][CH2:19][c:20]3[n:21][c:22](-[c:26]4[o:27][cH:28][cH:29][cH:30]4)[o:23][c:24]3[CH3:25])[cH:16][cH:17]2)[c:6]([CH:8]=[O:9])[cH:7]1.[CH2:33]([P:34](=[O:35])([O:36][CH2:37][CH3:38])[O:39][CH2:40][CH3:41])[P:42]([O:43][CH2:44][CH3:45])([O:46][CH2:47][CH3:48])=[O:49].[CH3:50][N:51]([CH3:52])[CH:53]=[O:54].[H-:55].[Na+:56].[OH2:57]>>[CH2:1]([CH3:2])[n:3]1[n:4][c:5]([O:10][CH2:11][c:12]2[cH:13][c:14]([O:31][CH3:32])[c:15]([O:18][CH2:19][c:20]3[n:21][c:22](-[c:26]4[o:27][cH:28][cH:29][cH:30]4)[o:23][c:24]3[CH3:25])[cH:16][cH:17]2)[c:6]([CH:8]=[CH:33][P:42]([O:43][CH2:44][CH3:45])([O:46][CH2:47][CH3:48])=[O:49])[cH:7]1.